From a dataset of the Open Reaction Database (ORD), a public repository of structured organic reaction records. describe an organic reaction: reactants, conditions, products, and yield The reactants are B, CCOC(=O)C1=C(NCCC(C)(C)C)CCC1, CCOC(=O)C1CCCC1NCCC(C)(C)C, CC(=O)O, c1ccncc1. Product: CCOC(=O)C1CCCC1NCCC(C)(C)C. RXN SMILES: [BH3:18].[CH2:1]([CH3:2])[O:3][C:4](=[O:5])[C:6]1=[C:7]([NH:11][CH2:12][CH2:13][C:14]([CH3:15])([CH3:16])[CH3:17])[CH2:8][CH2:9][CH2:10]1.[CH2:25]([O:26][C:27]([CH:28]1[CH2:29][CH2:30][CH2:31][CH:32]1[NH:33][CH2:34][CH2:35][C:36]([CH3:37])([CH3:38])[CH3:39])=[O:40])[CH3:41].[CH3:42][C:43](=[O:44])[OH:45].[cH:19]1[cH:20][cH:21][n:22][cH:23][cH:24]1>>[CH2:1]([CH3:2])[O:3][C:4](=[O:5])[CH:6]1[CH:7]([NH:11][CH2:12][CH2:13][C:14]([CH3:15])([CH3:16])[CH3:17])[CH2:8][CH2:9][CH2:10]1. The reactants are C1(=CC=C(C=C1)B(O)O)B(O)O (1,4-phenylenediboronic acid), BrC1=NN(C=2C1=NC=CC2)CC (3-bromo-1-ethyl-1H-pyrazolo[4,3-b]pyridine), C(=O)([O-])[O-].[Cs+].[Cs+] (Cs2CO3), O (water). Reagents/catalysts: C=1C=CC(=CC1)[P](C=2C=CC=CC2)(C=3C=CC=CC3)[Pd]([P](C=4C=CC=CC4)(C=5C=CC=CC5)C=6C=CC=CC6)([P](C=7C=CC=CC7)(C=8C=CC=CC8)C=9C=CC=CC9)[P](C=1C=CC=CC1)(C=1C=CC=CC1)C=1C=CC=CC1 (Pd(PPh3)4). Solvent: COCCOC.O (DME water). Yields the product C1(=CC=C(C=C1)C1=NN(C=2C1=NC=CC2)CC)C2=NN(C=1C2=NC=CC1)CC (3,3′-Benzene-1,4-diylbis(1-ethyl-1H-pyrazolo[4,3-b]pyridine)). The yield is 7.3%. Reaction SMILES: [C:1]1(B(O)O)[CH:6]=[CH:5][C:4](B(O)O)=[CH:3][CH:2]=1.Br[C:14]1[C:18]2=[N:19][CH:20]=[CH:21][CH:22]=[C:17]2[N:16]([CH2:23][CH3:24])[N:15]=1.C([O-])([O-])=O.[Cs+].[Cs+].O>COCCOC.O.C1C=CC([P]([Pd]([P](C2C=CC=CC=2)(C2C=CC=CC=2)C2C=CC=CC=2)([P](C2C=CC=CC=2)(C2C=CC=CC=2)C2C=CC=CC=2)[P](C2C=CC=CC=2)(C2C=CC=CC=2)C2C=CC=CC=2)(C2C=CC=CC=2)C2C=CC=CC=2)=CC=1>[C:1]1([C:14]2[C:18]3=[N:19][CH:20]=[CH:21][CH:22]=[C:17]3[N:16]([CH2:23][CH3:24])[N:15]=2)[CH:6]=[CH:5][C:4]([C:14]2[C:18]3=[N:19][CH:20]=[CH:21][CH:22]=[C:17]3[N:16]([CH2:23][CH3:24])[N:15]=2)=[CH:3][CH:2]=1 |f:2.3.4,6.7,^1:42,44,63,82|. Reported procedure: A mixture of 1,4-phenylenediboronic acid (37.0 mg), 3-bromo-1-ethyl-1H-pyrazolo[4,3-b]pyridine (101 mg), Pd(PPh3)4 (25.8 mg) and Cs2CO3 (0.280 g) in DME/water (3/1, 4 mL) was exposed to microwave irradiation (120° C., 40 min), treated with water, and extracted with AcOEt. The organic layer was dried over MgSO4 and concentrated under reduced pressure. The residue was purified by silica gel column chromatography (AcOEt/hexane). Crystallization from AcOEt/hexane gave the title compound (6.00 mg). The reactants are [N+](=O)([O-])C=1C=C2C=C(NC2=CC1)C(=O)O (5-nitroindole-2-carboxylic acid), CCN=C=NCCCN(C)C (EDCI), NC1=C(C=CC(=C1)O)CCCl (2-(2-Amino-4-hydroxyphenyl)ethyl chloride). Run in CN(C)C=O (DMF). Yields the product ClCCC1=C(C=C(C=C1)O)NC(=O)C=1NC2=CC=C(C=C2C1)[N+](=O)[O-] (4-(2-chloroethyl)-3-(5-nitroindole-2-carboxamido)phenol). Isolated yield 14.0%. Reaction SMILES: [NH2:1][C:2]1[CH:7]=[C:6]([OH:8])[CH:5]=[CH:4][C:3]=1[CH2:9][CH2:10][Cl:11].[N+:12]([C:15]1[CH:16]=[C:17]2[C:21](=[CH:22][CH:23]=1)[NH:20][C:19]([C:24](O)=[O:25])=[CH:18]2)([O-:14])=[O:13].CCN=C=NCCCN(C)C>CN(C=O)C>[Cl:11][CH2:10][CH2:9][C:3]1[CH:4]=[CH:5][C:6]([OH:8])=[CH:7][C:2]=1[NH:1][C:24]([C:19]1[NH:20][C:21]2[C:17]([CH:18]=1)=[CH:16][C:15]([N+:12]([O-:14])=[O:13])=[CH:23][CH:22]=2)=[O:25]. Procedure: 2-(2-Amino-4-hydroxyphenyl)ethyl chloride was coupled with 5-nitroindole-2-carboxylic acid with EDCI at 0-50° C., preferably at room temperature, in DMF to give 4-(2-chloroethyl)-3-(5-nitroindole-2-carboxamido)phenol in 14% yield. Subsequent catalytic hydrogenation of 4-(2-chloroethyl)-3-(5-nitroindole-2-carboxamido)phenol at 0-50° C., preferably at room temperature, with 5% Pd-C in THF gave an amine which was directly reacted with at 0-50° C., preferably at room temperature, benzoic acid mustar... The reactants are CC(=O)O[BH-](OC(C)=O)OC(C)=O, CC(=O)O, CO, CC#N, [Na+], CC1(C)CN=C(c2ccc3c(c2)OCO3)C1. Yields the product CC1(C)CNC(c2ccc3c(c2)OCO3)C1. Reaction SMILES: [C:17]([O:18][BH-:19]([O:20][C:21](=[O:22])[CH3:23])[O:24][C:25](=[O:26])[CH3:27])(=[O:28])[CH3:29].[CH3:31][C:32](=[O:33])[OH:34].[CH3:35][OH:36].[CH3:37][C:38]#[N:39].[Na+:30].[O:1]1[CH2:2][O:3][c:4]2[c:5]1[cH:6][cH:7][c:8]([C:10]1=[N:14][CH2:13][C:12]([CH3:15])([CH3:16])[CH2:11]1)[cH:9]2>>[O:1]1[CH2:2][O:3][c:4]2[c:5]1[cH:6][cH:7][c:8]([CH:10]1[CH2:11][C:12]([CH3:15])([CH3:16])[CH2:13][NH:14]1)[cH:9]2. The reactants are C1(CC1)C=1N=CC(=NC1OCC1CC1)C(=O)O (5-cyclopropyl-6-cyclopropylmethoxy-pyrazine-2-carboxylic acid), Cl.N[C@H](C(=O)N)CC(C)C ((2S)-2-amino-4-methyl-pentanamide hydrochloride). Yields the product C(N)(=O)[C@H](CC(C)C)NC(=O)C1=NC(=C(N=C1)C1CC1)OCC1CC1 (5-Cyclopropyl-6-cyclopropylmethoxy-pyrazine-2-carboxylic acid ((S)-1-carbamoyl-3-methyl-butyl)-amide). As a reaction SMILES: [CH:1]1([C:4]2[N:5]=[CH:6][C:7]([C:15]([OH:17])=O)=[N:8][C:9]=2[O:10][CH2:11][CH:12]2[CH2:14][CH2:13]2)[CH2:3][CH2:2]1.Cl.[NH2:19][C@@H:20]([CH2:24][CH:25]([CH3:27])[CH3:26])[C:21]([NH2:23])=[O:22]>>[C:21]([C@@H:20]([NH:19][C:15]([C:7]1[CH:6]=[N:5][C:4]([CH:1]2[CH2:2][CH2:3]2)=[C:9]([O:10][CH2:11][CH:12]2[CH2:13][CH2:14]2)[N:8]=1)=[O:17])[CH2:24][CH:25]([CH3:27])[CH3:26])(=[O:22])[NH2:23] |f:1.2|. Reported procedure: The title compound was synthesized in analogy to Example 6, using 5-cyclopropyl-6-cyclopropylmethoxy-pyrazine-2-carboxylic acid (Example 10 g) and (2S)-2-amino-4-methyl-pentanamide hydrochloride (1:1) (CAN 10466-61-2) as starting materials, and isolated (46 mg, 62%) as light yellow gum; LC-MS (UV peak area, ESI) 100%, 347.2081 (M+H).